This data is from the Open Reaction Database (ORD), a public repository of structured organic reaction records. The task is: describe an organic reaction: reactants, conditions, products, and yield Reactants: [Li]CCCC, C1CCOC1, COC(=O)c1cc([N+](=O)[O-])ccc1Br, COCOc1cccc(OC)c1, ClC(Cl)Cl, [Cl-], [Cl-], [Zn+2]. Product: COCOc1cccc(OC)c1-c1ccc([N+](=O)[O-])cc1C(=O)OC. Reaction SMILES: [CH2:13]([Li:14])[CH2:15][CH2:16][CH3:17].[CH2:36]1[O:37][CH2:38][CH2:39][CH2:40]1.[CH3:18][O:19][C:20]([c:21]1[c:22]([Br:30])[cH:23][cH:24][c:25]([N+:27](=[O:28])[O-:29])[cH:26]1)=[O:31].[CH3:1][O:2][c:3]1[cH:4][c:5]([O:9][CH2:10][O:11][CH3:12])[cH:6][cH:7][cH:8]1.[CH:32]([Cl:33])([Cl:34])[Cl:35].[Cl-:41].[Cl-:43].[Zn+2:42]>>[CH3:1][O:2][c:3]1[c:4](-[c:22]2[c:21]([C:20]([O:19][CH3:18])=[O:31])[cH:26][c:25]([N+:27](=[O:28])[O-:29])[cH:24][cH:23]2)[c:5]([O:9][CH2:10][O:11][CH3:12])[cH:6][cH:7][cH:8]1. The reactants are BrC1=CC=C(C=C1)[C@@H]1OC[C@H](OC1)CCCCC (trans-2-p-bromophenyl-5-pentyl-1,4-dioxane), FeCl3.6H2O, Cl (hydrochloric acid), C(#N)C#N ((CN)2), N1=CC=CC=C1 (pyridine). Run in CN1C(CCC1)=O (N-methylpyrrolidone). The product is C(#N)C1=CC=C(C=C1)[C@@H]1OC[C@H](OC1)CCCCC (trans-2-p-cyanophenyl-5-pentyl-1,4-dioxane). Reaction SMILES: Br[C:2]1[CH:7]=[CH:6][C:5]([C@H:8]2[CH2:13][O:12][C@H:11]([CH2:14][CH2:15][CH2:16][CH2:17][CH3:18])[CH2:10][O:9]2)=[CH:4][CH:3]=1.[C:19](C#N)#[N:20].N1C=CC=CC=1.Cl>CN1CCCC1=O>[C:19]([C:2]1[CH:7]=[CH:6][C:5]([C@H:8]2[CH2:13][O:12][C@H:11]([CH2:14][CH2:15][CH2:16][CH2:17][CH3:18])[CH2:10][O:9]2)=[CH:4][CH:3]=1)#[N:20]. Procedure details: A mixture of 31.3 g. trans-2-p-bromophenyl-5-pentyl-1,4-dioxane, 10 g. Cu2 (CN)2, 120 ml. pyridine and 60 ml. N-methylpyrrolidone is heated for 2 hours to 150°. One cools, adds thereto a solution of 120 g. FeCl3.6H2O in 600 ml. 20% hydrochloric acid, heats to 70° for 1.5 hours, while stirring. Works up as usu 1 and obtains trans-2-p-cyanophenyl-5-pentyl-1,4-dioxane. The reactants are CC(=O)[O-], CCO, Cl, NO, [NH4+], [NH4+], [OH-], O, [Zn], O=Cc1cccc2cc[nH]c12. Yields the product NCc1cccc2cc[nH]c12. As a reaction SMILES: [CH3:16][C:17](=[O:18])[O-:19].[CH3:22][CH2:23][OH:24].[ClH:12].[NH2:13][OH:14].[NH4+:15].[NH4+:21].[OH-:20].[OH2:25].[Zn:26].[nH:1]1[cH:2][cH:3][c:4]2[cH:5][cH:6][cH:7][c:8]([CH:10]=[O:11])[c:9]12>>[nH:1]1[cH:2][cH:3][c:4]2[cH:5][cH:6][cH:7][c:8]([CH2:10][NH2:13])[c:9]12. The reactants are BrC1=CC(=C(C=C1Cl)[N+](=O)[O-])Cl (4-bromo-2,5-dichloronitrobenzene), C(=O)(O)[O-].[Na+] (NaHCO3), NCC(=O)O (glycine). Solvent: CN(C)C=O (DMF), O (water). Reaction conditions: temperature 65 celsius, time 65 hour. Product: BrC=1C(=CC(=C(C1)NCC(=O)O)[N+](=O)[O-])Cl (N-(5-Bromo-4-chloro-2-nitrophenyl)glycine). RXN SMILES: [Br:1][C:2]1[C:7]([Cl:8])=[CH:6][C:5]([N+:9]([O-:11])=[O:10])=[C:4](Cl)[CH:3]=1.C([O-])(O)=O.[Na+].[NH2:18][CH2:19][C:20]([OH:22])=[O:21]>CN(C=O)C.O>[Br:1][C:2]1[C:7]([Cl:8])=[CH:6][C:5]([N+:9]([O-:11])=[O:10])=[C:4]([NH:18][CH2:19][C:20]([OH:22])=[O:21])[CH:3]=1 |f:1.2|. Procedure: To a stirred solution of 4-bromo-2,5-dichloronitrobenzene (1.000 g, 3.691 mmol) in DMF (10.0 mL) at 65° C. was added dropwise a solution of NaHCO3 (0.316 g, 3.76 mmol) and glycine (0.280 g, 3.73 mmol, Aldrich, used as received) in water (3.8 mL). The resulting suspension was stirred at 65° C. for 65 h. The bright orange suspension was then cooled to r.t., filtered, washed with water (1.0 mL) and dried under vacuum to afford 0.284 g (98%, based on recovered starting material) of pure title compou... Starting materials: C(#N)C1=C(C(=C(C=C1)C=1C=NN(C1O)C1=NC=C(C(=O)O)C=C1)C)F (6-(4-(4-cyano-3-fluoro-2-methylphenyl)-5-hydroxy-1H-pyrazol-1-yl)nicotinic acid), C(C)N1[C@H](CNCC1)C ((S)-1-ethyl-2-methylpiperazine). Yields the product C(C)N1[C@H](CN(CC1)C(=O)C=1C=CC(=NC1)N1N=CC(=C1O)C1=C(C(=C(C#N)C=C1)F)C)C ((S)-4-(1-(5-(4-ethyl-3-methylpiperazine-1-carbonyl)pyridin-2-yl)-5-hydroxy-1H-pyrazol-4-yl)-2-fluoro-3-methylbenzonitrile). Reaction SMILES: [C:1]([C:3]1[CH:8]=[CH:7][C:6]([C:9]2[CH:10]=[N:11][N:12]([C:15]3[CH:23]=[CH:22][C:18]([C:19](O)=[O:20])=[CH:17][N:16]=3)[C:13]=2[OH:14])=[C:5]([CH3:24])[C:4]=1[F:25])#[N:2].[CH2:26]([N:28]1[CH2:33][CH2:32][NH:31][CH2:30][C@@H:29]1[CH3:34])[CH3:27]>>[CH2:26]([N:28]1[CH2:33][CH2:32][N:31]([C:19]([C:18]2[CH:22]=[CH:23][C:15]([N:12]3[C:13]([OH:14])=[C:9]([C:6]4[CH:7]=[CH:8][C:3]([C:1]#[N:2])=[C:4]([F:25])[C:5]=4[CH3:24])[CH:10]=[N:11]3)=[N:16][CH:17]=2)=[O:20])[CH2:30][C@@H:29]1[CH3:34])[CH3:27]. Procedure: The title compound was prepared in a manner similar to Example 303 using 6-(4-(4-cyano-3-fluoro-2-methylphenyl)-5-hydroxy-1H-pyrazol-1-yl)nicotinic acid and (S)-1-ethyl-2-methylpiperazine. 1H NMR (400 MHz, DMSO-d6) δ ppm 1.22 (t, J=7.20 Hz, 6H) 2.33 (d, J=2.27 Hz, 3H) 3.08-3.36 (m, 4H) 3.42 (br. s., 2H) 4.11-4.93 (m, 3H) 7.64 (br. s., 1H) 7.71-7.80 (m, 1H) 7.87-8.79 (m, 4H) 9.53-10.44 (m, 1H) 12.23-14.36 (m, 1H). ESI-MS m/z [M+H]+ 449.3. Starting materials: C1(=CC=CC=C1)C (toluene), CN(C=O)C.S(=O)(=O)(OC)OC (N,N-dimethylformamide dimethyl sulfate), C[O-].[Na+] (sodium methoxide), FC1=C(C=CC(=C1)F)NC1=C(C(=O)CC(=O)OCC)C=C(C(=N1)OC)F (ethyl 2-[2-(2,4-difluorophenylamino)-5-fluoro-6-methoxynicotinoyl]acetate). The solvent is O (water), C(C)(=O)OCC (ethyl acetate), C(C)OCC (diethyl ether). The product is FC1=C(C=CC(=C1)F)N1C=C(C(C2=CC(=C(N=C12)OC)F)=O)C(=O)OCC (ethyl 1-(2,4-difluorophenyl)-6-fluoro-1,4-dihydro-7-methoxy-4-oxo-1,8-naphthyridine-3-carboxylate). The yield is 82.8%. As a reaction SMILES: [C:1]1(C)C=CC=CC=1.CN(C)C=O.S(OC)(OC)(=O)=O.C[O-].[Na+].[F:23][C:24]1[CH:29]=[C:28]([F:30])[CH:27]=[CH:26][C:25]=1[NH:31][C:32]1[N:45]=[C:44]([O:46][CH3:47])[C:43]([F:48])=[CH:42][C:33]=1[C:34]([CH2:36][C:37]([O:39][CH2:40][CH3:41])=[O:38])=[O:35]>C(OCC)C.O.C(OCC)(=O)C>[F:23][C:24]1[CH:29]=[C:28]([F:30])[CH:27]=[CH:26][C:25]=1[N:31]1[C:32]2[C:33](=[CH:42][C:43]([F:48])=[C:44]([O:46][CH3:47])[N:45]=2)[C:34](=[O:35])[C:36]([C:37]([O:39][CH2:40][CH3:41])=[O:38])=[CH:1]1 |f:1.2,3.4|. Procedure: To 4 ml of toluene was added 540 mg of (N,N-dimethylformamide-dimethyl sulfate) complex compound, and 85 mg of sodium methoxide was added thereto at 0° C., after which the resulting mixture was subjected to reaction at 0° to 10° C. for 1 hour. Subsequently, 200 mg of ethyl 2-[2-(2,4-difluorophenylamino)-5-fluoro-6-methoxynicotinoyl]acetate was further added to the reaction mixture, and the resulting mixture was subjected to reaction under reflux for 1.5 hours. The reaction mixture was added to a... Starting materials: BrC=1C=C(C=CC1)S(=O)(=O)N1C=C(C=C1)/C=C/C(=O)NOC1OCCCC1 ((E)-3-[1-(3-Bromo-benzenesulfonyl)-1H-pyrrol-3-yl]-N-(tetrahydro-pyran-2-yloxy)-acrylamide), CC1(OB(OC1(C)C)C1=CC=C(C=C1)CCN1CCOCC1)C (4-{2-[4-(4,4,5,5-tetramethyl-[1,3,2]dioxaborolan-2-yl)-phenyl]-ethyl}-morpholin), (Ph3P)3PdCl2, C(=O)([O-])[O-].[Na+].[Na+] (Na2CO3). Solvent: COCCOC (DME). Product: N1(CCOCC1)CCC1=CC=C(C=C1)C1=CC(=CC=C1)S(=O)(=O)N1C=C(C=C1)/C=C/C(=O)NOC1OCCCC1 ((E)-3-{1-[4′-(2-Morpholin-4-yl-ethyl)-biphenyl-3-sulfonyl]-1H-pyrrol-3-yl}-N-(tetrahydro-pyran-2-yloxy)-acrylamide). Isolated yield 85.8%. Reaction SMILES: Br[C:2]1[CH:3]=[C:4]([S:8]([N:11]2[CH:15]=[CH:14][C:13](/[CH:16]=[CH:17]/[C:18]([NH:20][O:21][CH:22]3[CH2:27][CH2:26][CH2:25][CH2:24][O:23]3)=[O:19])=[CH:12]2)(=[O:10])=[O:9])[CH:5]=[CH:6][CH:7]=1.CC1(C)C(C)(C)OB([C:36]2[CH:41]=[CH:40][C:39]([CH2:42][CH2:43][N:44]3[CH2:49][CH2:48][O:47][CH2:46][CH2:45]3)=[CH:38][CH:37]=2)O1.C([O-])([O-])=O.[Na+].[Na+]>COCCOC>[N:44]1([CH2:43][CH2:42][C:39]2[CH:40]=[CH:41][C:36]([C:2]3[CH:7]=[CH:6][CH:5]=[C:4]([S:8]([N:11]4[CH:15]=[CH:14][C:13](/[CH:16]=[CH:17]/[C:18]([NH:20][O:21][CH:22]5[CH2:27][CH2:26][CH2:25][CH2:24][O:23]5)=[O:19])=[CH:12]4)(=[O:10])=[O:9])[CH:3]=3)=[CH:37][CH:38]=2)[CH2:45][CH2:46][O:47][CH2:48][CH2:49]1 |f:2.3.4|. Procedure: (E)-3-[1-(3-Bromo-benzenesulfonyl)-1H-pyrrol-3-yl]-N-(tetrahydro-pyran-2-yloxy)-acrylamide (7.60 g) and 4-{2-[4-(4,4,5,5-tetramethyl-[1,3,2]dioxaborolan-2-yl)-phenyl]-ethyl}-morpholin (8.00 g) are dissolved in DME (300 mL). (Ph3P)3PdCl2 (2.40 g) and a 2M Na2CO3-solution (25 mL) are added and the mixture is heated 5 h to reflux temperature under an inert gas atmosphere. The reaction mixture is filtered and evaporated. After addition of a NaHCO3-solution and ethyl acetate, the organic phase is dri... Reactants: ClC1=NC(=NC(=C1)N1CCCC1)N1CCCC1 (4-chloro-2,6-di-1-pyrrolidinyl-pyrimidine), C(O)CN (ethanolamine). Solvent: O (water). Product: N1(CCCC1)C1=NC(=CC(=N1)NCCO)N1CCCC1 (2-[(2,6-Di--(1-pyrrolidinyl)pyrimidin-4-yl)amino]ethanol). RXN SMILES: Cl[C:2]1[CH:7]=[C:6]([N:8]2[CH2:12][CH2:11][CH2:10][CH2:9]2)[N:5]=[C:4]([N:13]2[CH2:17][CH2:16][CH2:15][CH2:14]2)[N:3]=1.[CH2:18]([CH2:20][NH2:21])[OH:19]>O>[N:13]1([C:4]2[N:3]=[C:2]([NH:21][CH2:20][CH2:18][OH:19])[CH:7]=[C:6]([N:8]3[CH2:12][CH2:11][CH2:10][CH2:9]3)[N:5]=2)[CH2:17][CH2:16][CH2:15][CH2:14]1. Reported procedure: A mixture of 4-chloro-2,6-di-1-pyrrolidinyl-pyrimidine (II, J. Med. Chem., 33, 1145 (1990), 300 g) in ethanolamine (1000 mL) is heated at 140° for 66 hr. The reaction mixture is cooled, diluted with water (1700 mL) and the product is isolated by filtration, to give the title compound, mp=150.5-151.50°; NMR (CDCl3) 6.55, 4.83, 4.75, 3.75-3.72, 3.54-3.38 and 1.93-1.85 δ. The reactants are C=CC1=CC=CC=C1 (styrene), [Na] (sodium), sodium alkylaryl sulfonate, C(C=C)(=O)OCCCC (butyl acrylate), C(=C)C1=C(C=CC=C1)C=C (divinylbenzene), [O-]O.C1(CCC(CC1)C(C)C)C (p-menthane hydroperoxide), ferrous sulfate, S([O-])[O-].C=O.[Na+].[Na+] (sodium formaldehyde sulfoxylate), [Na] (sodium), C(CN(CC(=O)O)CC(=O)O)N(CC(=O)O)CC(=O)O (EDTA), CC(C)C(C)(C)C(C)(C)C(C)(C)S (t-dodecylmercaptan), P(=O)([O-])([O-])[O-].[Na+].[Na+].[Na+] (sodium phosphate). Run in O (water). The product is C=CC1=CC=CC=C1.C(C=C)(=O)OCCCC.C(=C)C1=C(C=CC=C1)C=C (styrene butyl acrylate divinylbenzene). As a reaction SMILES: [CH2:1]=[CH:2][C:3]1[CH:8]=[CH:7][CH:6]=[CH:5][CH:4]=1.[C:9]([O:13]CCCC)(=[O:12])[CH:10]=[CH2:11].[CH:18](C1C=CC=CC=1C=C)=[CH2:19].[Na].[O-]O.C1(C)CCC(C(C)C)CC1.S([O-])[O-].C=O.[Na+].[Na+].C(N(CC(O)=O)CC(O)=O)CN(CC(O)=O)CC(O)=O.CC(C(C(C(S)(C)C)(C)C)(C)C)C.P([O-])([O-])([O-])=O.[Na+].[Na+].[Na+]>O>[CH2:1]=[CH:2][C:3]1[CH:8]=[CH:7][CH:6]=[CH:5][CH:4]=1.[C:9]([O:13][CH2:6][CH2:7][CH2:8][CH3:3])(=[O:12])[CH:10]=[CH2:11].[CH:2]([C:3]1[CH:8]=[CH:7][CH:6]=[CH:5][C:4]=1[CH:18]=[CH2:19])=[CH2:1] |f:4.5,6.7.8.9,12.13.14.15,17.18.19,^1:27|. Reported procedure: 65 g styrene, 35 g butyl acrylate, 0.6 g divinylbenzene, 4.5 g disproportionated sodium rosinate, 0.2 g sodium alkylaryl sulfonate, and 200 g water deionized by ion exchange resins are mixed and placed in a polymerization vessel. To the resulting mixture are added 0.1 g p-menthane hydroperoxide, 0.05 g ferrous sulfate, 0.15 g sodium formaldehyde sulfoxylate, 0.07 g sodium salt of EDTA, 0.3 g t-dodecylmercaptan, and 0.5 g sodium phosphate followed by emulsion polymerization at 5° C. for 15 hours ... Starting materials: N(=[N+]=[N-])CC1(C(N(C(N1)=O)C1=CC(=C(C=C1)Cl)C(F)(F)F)=O)C (5-Azidomethyl-3-(4-chloro-3-trifluoromethyl-phenyl)-5-methyl-imidazolidine-2,4-dione), C1=CC=C(C=C1)P(C2=CC=CC=C2)C3=CC=CC=C3 (Ph3P). The solvent is C1CCOC1 (THF), O (water). Product: NCC1(C(N(C(N1)=O)C1=CC(=C(C=C1)Cl)C(F)(F)F)=O)C (5-Aminomethyl-3-(4-chloro-3-trifluoromethyl-phenyl)-5-methyl-imidazolidine-2,4-dione). RXN SMILES: [N:1]([CH2:4][C:5]1([CH3:23])[NH:9][C:8](=[O:10])[N:7]([C:11]2[CH:16]=[CH:15][C:14]([Cl:17])=[C:13]([C:18]([F:21])([F:20])[F:19])[CH:12]=2)[C:6]1=[O:22])=[N+]=[N-].C1C=CC(P(C2C=CC=CC=2)C2C=CC=CC=2)=CC=1>C1COCC1.O>[NH2:1][CH2:4][C:5]1([CH3:23])[NH:9][C:8](=[O:10])[N:7]([C:11]2[CH:16]=[CH:15][C:14]([Cl:17])=[C:13]([C:18]([F:21])([F:20])[F:19])[CH:12]=2)[C:6]1=[O:22]. Procedure details: 5-Azidomethyl-3-(4-chloro-3-trifluoromethyl-phenyl)-5-methyl-imidazolidine-2,4-dione (500 mg, 1.45 mmoL), Ph3P (380 mg, 1.45 mmoL) in THF (5 mL) and water (1 mL) was heated to reflux for 4 hrs. The solid was filtered through a pad of Celite. The Celite was washed with ethyl acetate. The combined filtrate was concentrated to give a colorless oil, which was used without further purification.